describe an organic reaction: reactants, conditions, products, and yield From a dataset of the Open Reaction Database (ORD), a public repository of structured organic reaction records. Starting materials: C[Si](C)(C)C#N, [I-], [I-], [Zn+2], OC1Sc2ccccc2-c2ccccc21, c1ccccc1. Product: N#CC1Sc2ccccc2-c2ccccc21. Reaction SMILES: [CH3:16][Si:17]([CH3:18])([CH3:19])[C:20]#[N:21].[I-:28].[I-:30].[Zn+2:29].[cH:1]1[cH:2][cH:3][cH:4][c:5]2[c:10]1-[c:9]1[c:8]([cH:14][cH:13][cH:12][cH:11]1)[CH:7]([OH:15])[S:6]2.[cH:22]1[cH:23][cH:24][cH:25][cH:26][cH:27]1>>[cH:1]1[cH:2][cH:3][cH:4][c:5]2[c:10]1-[c:9]1[c:8]([cH:14][cH:13][cH:12][cH:11]1)[CH:7]([C:20]#[N:21])[S:6]2. Starting materials: CCO, c1ccc(NC2CCCC2)c(CSc2nc3ncccc3[nH]2)c1, ClC(Cl)Cl, O=C(OO)c1cccc(Cl)c1, Sc1nc2ncccc2[nH]1. Product: O=S(Cc1ccccc1NC1CCCC1)c1nc2ncccc2[nH]1. Reaction SMILES: [CH3:11][CH2:12][OH:13].[CH:14]1([NH:19][c:20]2[c:21]([CH2:22][S:23][c:24]3[nH:25][c:26]4[c:27]([n:28][cH:29][cH:30][cH:31]4)[n:32]3)[cH:33][cH:34][cH:35][cH:36]2)[CH2:15][CH2:16][CH2:17][CH2:18]1.[CH:48]([Cl:49])([Cl:50])[Cl:51].[Cl:37][c:38]1[cH:39][cH:40][cH:41][c:42]([C:43]([O:44][OH:45])=[O:46])[cH:47]1.[SH:1][c:2]1[nH:3][c:4]2[c:5]([n:6]1)[n:7][cH:8][cH:9][cH:10]2>>[O:13]=[S:23]([CH2:22][c:21]1[c:20]([NH:19][CH:14]2[CH2:15][CH2:16][CH2:17][CH2:18]2)[cH:36][cH:35][cH:34][cH:33]1)[c:24]1[nH:25][c:26]2[c:27]([n:28][cH:29][cH:30][cH:31]2)[n:32]1. Reactants: CC(C)(C)N(C([O-])=O)C(C(=O)NC=1C=NC(=CC1)OC=1C=2C3C(COC2C=CC1)(C3)C)(C)C (1,1-dimethylethyl[1,1-dimethyl-2-({6-[(1a-methyl-1,1a,2,7b-tetrahydrocyclopropa[c]chromen-7-yl)oxy]-3-pyridinyl}amino)-2-oxoethyl]carbamate), CC(C)(C)N(C([O-])=O)C(C(=O)NC=1C=NC(=CC1)OC=1C=2C3C(COC2C=CC1)(C3)C)(C)C (1,1-dimethylethyl[1,1-dimethyl-2-({6-[(1a-methyl-1,1a,2,7b-tetrahydrocyclopropa[c]chromen-7-yl)oxy]-3-pyridinyl}amino)-2-oxoethyl]carbamate), C(=O)(C(F)(F)F)O (TFA). Solvent: ClCCl (dichloromethane). Run at time 2 hour. Yields the product CC(N)(C)C(=O)NC=1C=NC(=CC1)OC=1C=2C3C(COC2C=CC1)(C3)C (2-methyl-N1-{6-[(1a-methyl-1,1a,2,7b-tetrahydrocyclopropa[c]chromen-7-yl)oxy]-3-pyridinyl}alaninamide). Reaction SMILES: CC([N:5]([C:9]([CH3:33])([CH3:32])[C:10]([NH:12][C:13]1[CH:14]=[N:15][C:16]([O:19][C:20]2[C:21]3[CH:22]4[CH2:30][C:23]4([CH3:31])[CH2:24][O:25][C:26]=3[CH:27]=[CH:28][CH:29]=2)=[CH:17][CH:18]=1)=[O:11])C(=O)[O-])(C)C.C(O)(C(F)(F)F)=O>ClCCl>[CH3:33][C:9]([C:10]([NH:12][C:13]1[CH:14]=[N:15][C:16]([O:19][C:20]2[C:21]3[CH:22]4[CH2:30][C:23]4([CH3:31])[CH2:24][O:25][C:26]=3[CH:27]=[CH:28][CH:29]=2)=[CH:17][CH:18]=1)=[O:11])([CH3:32])[NH2:5]. Reported procedure: To a solution of 1,1-dimethylethyl[1,1-dimethyl-2-({6-[(1a-methyl-1,1a,2,7b-tetrahydrocyclopropa[c]chromen-7-yl)oxy]-3-pyridinyl}amino)-2-oxoethyl]carbamate (Intermediate 128, 135 mg, 0.298 mmol) in dry dichloromethane (10 ml) at 0° C. TFA (5 ml, 64.9 mmol) was slowly added and the reaction mixture was stirred for 2 hours at the same temperature. The solvent and the excess of TFA were evaporated and the residue was dissolved in dichloromethane and a saturated solution of NaHCO3 was slowly added ... Starting materials: OC1N(C(C2=CC=CC=C12)=O)C1=NC2=NC(=CC=C2C=C1)OC (3-hydroxy-2-(7-methoxy-1,8-naphthyridin-2-yl)-1-isoindolinone), ice, [H-].[Na+] (sodium hydride), Cl (hydrochloric acid), ClCC(CC(C)C)=O (1-Chloro-4-methyl-2-pentanone). Run in CN(C=O)C (dimethylformamide), O (water), C(C)(=O)OCC (ethyl acetate). Reaction conditions: temperature 0 celsius, time 30 minute. Yields the product COC1=CC=C2C=CC(=NC2=N1)N1C(C2=CC=CC=C2C1OCC(CC(C)C)=O)=O (2-(7-methoxy-1,8-naphthyridin-2-yl)-3-(4-methyl-2-oxopentyloxy)-1isoindolinone). Yield: 24.4%. RXN SMILES: [H-].[Na+].[OH:3][CH:4]1[C:12]2[C:7](=[CH:8][CH:9]=[CH:10][CH:11]=2)[C:6](=[O:13])[N:5]1[C:14]1[CH:23]=[CH:22][C:21]2[C:16](=[N:17][C:18]([O:24][CH3:25])=[CH:19][CH:20]=2)[N:15]=1.Cl[CH2:27][C:28](=[O:33])[CH2:29][CH:30]([CH3:32])[CH3:31].Cl>CN(C)C=O.C(OCC)(=O)C.O>[CH3:25][O:24][C:18]1[N:17]=[C:16]2[C:21]([CH:22]=[CH:23][C:14]([N:5]3[CH:4]([O:3][CH2:27][C:28](=[O:33])[CH2:29][CH:30]([CH3:32])[CH3:31])[C:12]4[C:7](=[CH:8][CH:9]=[CH:10][CH:11]=4)[C:6]3=[O:13])=[N:15]2)=[CH:20][CH:19]=1 |f:0.1|. Procedure details: An oily suspension (50% by weight; 1.8 g) of sodium hydride is added in small portions at a temperature in the region of -5° C. to a solution, maintained under an argon atmosphere, of 3-hydroxy-2-(7-methoxy-1,8-naphthyridin-2-yl)-1-isoindolinone (9.3 g) in anhydrous dimethylformamide (120 cc), and the suspension obtained is stirred for 30 minutes at a temperature in the region of 0° C. 1-Chloro-4-methyl-2-pentanone (8.1 g) is then added dropwise while the temperature is maintained at 0° C., and ... Starting materials: COC(=O)c1cn(-c2cccc3ncccc23)cc1C, [Li+], C1CCOC1, [OH-], O, O. As a reaction SMILES: [CH3:4][O:5][C:6](=[O:7])[c:8]1[cH:9][n:10](-[c:14]2[c:15]3[cH:16][cH:17][cH:18][n:19][c:20]3[cH:21][cH:22][cH:23]2)[cH:11][c:12]1[CH3:13].[Li+:3].[O:25]1[CH2:26][CH2:27][CH2:28][CH2:29]1.[OH-:2].[OH2:1].[OH2:24]>>[O:5]=[C:6]([OH:7])[c:8]1[cH:9][n:10](-[c:14]2[c:15]3[cH:16][cH:17][cH:18][n:19][c:20]3[cH:21][cH:22][cH:23]2)[cH:11][c:12]1[CH3:13]. Product: Cc1cn(-c2cccc3ncccc23)cc1C(=O)O. Reactants: CN1[C@@H](CCC1)C=O ((2S)-1-methylpyrrolidine-2-carbaldehyde), C[Si](C)(C)[N-][Si](C)(C)C.[Li+] (lithium bis(trimethylsilyl)amide), C1(=CC=CC=C1)C (toluene), ClC=1C=C(C=CC1OCC1=NC=CC=C1)NC1=NC=NC2=CC=C(C=C12)NC(CP(=O)(OCC)OCC)=O (N-[4-[[3-chloro-4-(2-pyridylmethoxy)phenyl]amino]quinazolin-6-yl]-2-diethoxyphosphoryl-acetamide). Solvent: O1CCCC1 (tetrahydrofuran). Run at time 45 minute. Product: ClC=1C=C(C=CC1OCC1=NC=CC=C1)NC1=NC=NC2=CC=C(C=C12)NC(\C=C\[C@H]1N(CCC1)C)=O ((E)-N-[4-[[3-chloro-4-(2-pyridylmethoxy)phenyl]amino]quinazolin-6-yl]-3-[(2S)-1-methylpyrrolidin-2-yl]prop-2-enamide). Isolated yield 33.0%. As a reaction SMILES: [Cl:1][C:2]1[CH:3]=[C:4]([NH:16][C:17]2[C:26]3[C:21](=[CH:22][CH:23]=[C:24]([NH:27][C:28](=[O:38])[CH2:29]P(OCC)(OCC)=O)[CH:25]=3)[N:20]=[CH:19][N:18]=2)[CH:5]=[CH:6][C:7]=1[O:8][CH2:9][C:10]1[CH:15]=[CH:14][CH:13]=[CH:12][N:11]=1.C[Si]([N-][Si](C)(C)C)(C)C.[Li+].C1(C)C=CC=CC=1.[CH3:56][N:57]1[CH2:61][CH2:60][CH2:59][C@H:58]1[CH:62]=O>O1CCCC1>[Cl:1][C:2]1[CH:3]=[C:4]([NH:16][C:17]2[C:26]3[C:21](=[CH:22][CH:23]=[C:24]([NH:27][C:28](=[O:38])/[CH:29]=[CH:62]/[C@@H:58]4[CH2:59][CH2:60][CH2:61][N:57]4[CH3:56])[CH:25]=3)[N:20]=[CH:19][N:18]=2)[CH:5]=[CH:6][C:7]=1[O:8][CH2:9][C:10]1[CH:15]=[CH:14][CH:13]=[CH:12][N:11]=1 |f:1.2|. Procedure: N-[4-[[3-Chloro-4-(2-pyridylmethoxy)phenyl]amino]quinazolin-6-yl]-2-diethoxyphosphoryl-acetamide 4f (277 mg, 0.50 mmol) was dissolved in 2.5 mL of tetrahydrofuran in a dry ice bath, followed by dropwise addition of a solution of lithium bis(trimethylsilyl)amide (1 M) in toluene (750 μL, 0.75 mmol). After stirring for 45 minutes, the reaction mixture was added with (2S)-1-methylpyrrolidine-2-carbaldehyde 1b (113 mg, 2 mmol), and stirred for 1 hour, then warmed up to room temperature and stirred f...